The task is: describe an organic reaction: reactants, conditions, products, and yield. This data is from the Open Reaction Database (ORD), a public repository of structured organic reaction records. Reaction SMILES: [CH3:1][O:2][C:3]([C:5]1[CH:10]=[CH:9][C:8]([C:11]([OH:13])=O)=[CH:7][N:6]=1)=[O:4].C(OC(N1C2C(=CC=CC=2)C=CC1OCC)=O)C.O.[NH2:33][NH2:34]>ClCCl>[CH3:1][O:2][C:3]([C:5]1[CH:10]=[CH:9][C:8]([C:11]([NH:33][NH2:34])=[O:13])=[CH:7][N:6]=1)=[O:4] |f:2.3|. Run in ClCCl (dichloromethane). Conditions: time 0.75 hour. Reactants: COC(=O)C1=NC=C(C=C1)C(=O)O (2-methoxycarbonylpyridine-5-carboxylic acid), C(C)OC(=O)N1C(C=CC2=CC=CC=C12)OCC (N-ethoxycarbonyl-2-ethoxy-1,2-dihydroquinoline), O.NN (Hydrazine hydrate). Reported procedure: A mixture of 2-methoxycarbonylpyridine-5-carboxylic acid (Chem. Abstr., 68, 68840 h (1968)) (0.40 g, 2.2 mmol) and N-ethoxycarbonyl-2-ethoxy-1,2-dihydroquinoline (0.60 g, 2.4 mmol) in dichloromethane (10 mL) was stirred at room temperature under nitrogen for 0.75 hour. Hydrazine hydrate (0.110 mL, 2.2 mmol) was then added and after a further 5 minutes the precipitate formed was collected by filtration, washed with dichloromethane and dried to give the title compound (0.349 g, 81%) as white solid... The yield is 81.3%. Yields the product COC(=O)C1=NC=C(C=C1)C(=O)NN (2-Methoxycarbonylpyridine-5-carboxylic acid hydrazide). The reactants are crude product, a7, C(C)(=O)OC1=C(CCC1)CCOC (1-acetoxy-2-(2-methoxyethyl)cyclopent-1-ene), B(Br)(Br)Br (boron tribromide), O (water). Solvent: C(Cl)Cl (methylene chloride), C(Cl)Cl (methylene chloride). Conditions: time 1 hour. The product is OCCC=1C(CCC1)=O (2-(2-hydroxyethyl)-cyclopent-2-en-1-one). Reaction SMILES: C([O:4][C:5]1[CH2:9][CH2:8][CH2:7][C:6]=1[CH2:10][CH2:11][O:12]C)(=O)C.B(Br)(Br)Br.O>C(Cl)Cl>[OH:12][CH2:11][CH2:10][C:6]1[C:5](=[O:4])[CH2:9][CH2:8][CH:7]=1. Procedure details: The enol acetate of Example 896 is brominated and dehydrobrominated by the method described in Example 13. The crude product is then dissolved in methylene chloride and is added a7 -78° C. to a methylene chloride solution containing about seven molar equivalents of boron tribromide. After one hour at -78° C. the solution is allowed to warm to room temperature and is then kept at ambient temperatures for a total of eighteen hours. The mixture is poured into water and extracted with ether. The org... As a reaction SMILES: Br[CH2:2][C:3]1[C:13]([Cl:14])=[N:12][CH:11]=[CH:10][C:4]=1[C:5]([O:7]CC)=O.Cl.[F:16][CH:17]([F:29])[CH2:18][O:19][C:20]1[N:25]=[CH:24][C:23]([CH2:26][NH2:27])=[CH:22][C:21]=1[CH3:28]>>[Cl:14][C:13]1[C:3]2[CH2:2][N:27]([CH2:26][C:23]3[CH:24]=[N:25][C:20]([O:19][CH2:18][CH:17]([F:29])[F:16])=[C:21]([CH3:28])[CH:22]=3)[C:5](=[O:7])[C:4]=2[CH:10]=[CH:11][N:12]=1 |f:1.2|. Yield: 44.0%. Yields the product ClC1=NC=CC2=C1CN(C2=O)CC=2C=NC(=C(C2)C)OCC(F)F (4-chloro-2-((6-(2,2-difluoroethoxy)-5-methylpyridin-3-yl)methyl)-2,3-dihydro-1H-pyrrolo[3,4-c]pyridin-1-one). Procedure: The title compound is prepared in 44% yield (154 mg, pale yellow oil) from ethyl 3-(bromomethyl)-2-chloroisonicotinate (279 mg, 1.0 mmol, Step-1 of Intermediate-1) and (6-(2,2-difluoroethoxy)-5-methylpyridin-3-yl)methanamine hydrochloride (239 mg, 1.0 mmol, Amine-4) in a similar manner to Step-2 of Intermediate-1. Starting materials: BrCC1=C(C(=O)OCC)C=CN=C1Cl (ethyl 3-(bromomethyl)-2-chloroisonicotinate), Cl.FC(COC1=C(C=C(C=N1)CN)C)F ((6-(2,2-difluoroethoxy)-5-methylpyridin-3-yl)methanamine hydrochloride).